Dataset: the Open Reaction Database (ORD), a public repository of structured organic reaction records. Task: describe an organic reaction: reactants, conditions, products, and yield Product: NCCN1N=C2C(=Cc3ccccc3)CSCC2C1c1ccccc1. RXN SMILES: [CH3:55][CH2:56][OH:57].[NH3:48].[O-:37][S:38]([c:39]1[cH:40][cH:41][c:42]([CH3:43])[cH:44][cH:45]1)(=[O:46])=[O:47].[OH2:58].[S:26]([Cl:27])([c:28]1[cH:29][cH:30][c:31]([CH3:32])[cH:33][cH:34]1)(=[O:35])=[O:36].[c:1]1([CH:7]2[CH:8]3[C:9](=[N:10][N:11]2[CH2:12][CH2:13][OH:14])[C:15](=[CH:19][c:20]2[cH:21][cH:22][cH:23][cH:24][cH:25]2)[CH2:16][S:17][CH2:18]3)[cH:2][cH:3][cH:4][cH:5][cH:6]1.[cH:49]1[cH:50][cH:51][n:52][cH:53][cH:54]1>>[c:1]1([CH:7]2[CH:8]3[C:9](=[N:10][N:11]2[CH2:12][CH2:13][NH2:48])[C:15](=[CH:19][c:20]2[cH:21][cH:22][cH:23][cH:24][cH:25]2)[CH2:16][S:17][CH2:18]3)[cH:2][cH:3][cH:4][cH:5][cH:6]1. Starting materials: CCO, N, Cc1ccc(S(=O)(=O)[O-])cc1, O, Cc1ccc(S(=O)(=O)Cl)cc1, OCCN1N=C2C(=Cc3ccccc3)CSCC2C1c1ccccc1, c1ccncc1. The reactants are CI (Methyl iodide), C([O-])([O-])=O.[K+].[K+] (potassium carbonate), CC1=C(C=C(C(=O)O)C=C1)[C@@H]1O[C@@H]([C@H]([C@@H]([C@H]1OCC1=CC=CC=C1)OCC1=CC=CC=C1)OCC1=CC=CC=C1)COCC1=CC=CC=C1 (4-methyl-3-[(2S,3S,4R,5R,6R)-3,4,5-tris(benzyloxy)-6-[(benzyloxy)methyl]-tetrahydro-2H-pyran-2-yl]benzoic acid). Solvent: CN(C)C=O (DMF). Run at time 3 hour. The product is CC1=C(C=C(C(=O)OC)C=C1)[C@@H]1O[C@@H]([C@H]([C@@H]([C@H]1OCC1=CC=CC=C1)OCC1=CC=CC=C1)OCC1=CC=CC=C1)COCC1=CC=CC=C1 (methyl 4-methyl-3-[(2S,3S,4R,5R,6R)-3,4,5-tris(benzyloxy)-6-[(benzyloxy)methyl]-tetrahydro-2H-pyran-2-yl]benzoate). Isolated yield 84.9%. Reaction SMILES: CI.[C:3](=O)([O-])[O-].[K+].[K+].[CH3:9][C:10]1[CH:18]=[CH:17][C:13]([C:14]([OH:16])=[O:15])=[CH:12][C:11]=1[C@H:19]1[C@H:24]([O:25][CH2:26][C:27]2[CH:32]=[CH:31][CH:30]=[CH:29][CH:28]=2)[C@@H:23]([O:33][CH2:34][C:35]2[CH:40]=[CH:39][CH:38]=[CH:37][CH:36]=2)[C@H:22]([O:41][CH2:42][C:43]2[CH:48]=[CH:47][CH:46]=[CH:45][CH:44]=2)[C@@H:21]([CH2:49][O:50][CH2:51][C:52]2[CH:57]=[CH:56][CH:55]=[CH:54][CH:53]=2)[O:20]1>CN(C=O)C>[CH3:9][C:10]1[CH:18]=[CH:17][C:13]([C:14]([O:16][CH3:3])=[O:15])=[CH:12][C:11]=1[C@H:19]1[C@H:24]([O:25][CH2:26][C:27]2[CH:28]=[CH:29][CH:30]=[CH:31][CH:32]=2)[C@@H:23]([O:33][CH2:34][C:35]2[CH:40]=[CH:39][CH:38]=[CH:37][CH:36]=2)[C@H:22]([O:41][CH2:42][C:43]2[CH:44]=[CH:45][CH:46]=[CH:47][CH:48]=2)[C@@H:21]([CH2:49][O:50][CH2:51][C:52]2[CH:57]=[CH:56][CH:55]=[CH:54][CH:53]=2)[O:20]1 |f:1.2.3|. Procedure: Methyl iodide (0.17 ml) and potassium carbonate (0.4 g) were added to a solution of 4-methyl-3-[(2S,3S,4R,5R,6R)-3,4,5-tris(benzyloxy)-6-[(benzyloxy)methyl]-tetrahydro-2H-pyran-2-yl]benzoic acid (1.5 g) in DMF (10 ml) at room temperature and the mixture was stirred for three hours. The insoluble matter was separated by filtration and the filtrate was diluted with ethyl acetate. The diluted solution was washed with water and saturated brine in that order and dried over anhydrous sodium sulfate. A... Starting materials: NCCCNC=1NC2=CC=CC=C2C(C1)=O (2-(3-aminoprop-1-ylamino)-1H-quinolin-4-one), C(C)(C)(C)OC(=O)COC1=C(C=O)C=C(C=C1Cl)Cl (2-tert-butoxycarbonylmethoxy-3,5-dichlorobenzaldehyde), Example 1b, C[O-].[Na+] (sodium methoxide), C(#N)[BH3-].[Na+] (sodium cyanoborohydride). The solvent is C(C)(=O)O (acetic acid), CO (methanol), CO (methanol). Run at time 1 hour. The product is N (NH3), C(C)(C)(C)OC(=O)COC1=C(CNCCCNC=2NC3=CC=CC=C3C(C2)=O)C=C(C=C1Cl)Cl (2-[3-(2-tert-Butoxycarbonylmethoxy-3,5-dichlorobenzylamino)prop-1-ylamino]-1H-quinolin-4-one). The yield is 158.0%. Reaction SMILES: C[O-].[Na+].[NH2:4][CH2:5][CH2:6][CH2:7][NH:8][C:9]1[NH:10][C:11]2[C:16]([C:17](=[O:19])[CH:18]=1)=[CH:15][CH:14]=[CH:13][CH:12]=2.[C:20]([O:24][C:25]([CH2:27][O:28][C:29]1[C:36]([Cl:37])=[CH:35][C:34]([Cl:38])=[CH:33][C:30]=1[CH:31]=O)=[O:26])([CH3:23])([CH3:22])[CH3:21].C([BH3-])#N.[Na+]>CO.C(O)(=O)C>[NH3:4].[C:20]([O:24][C:25]([CH2:27][O:28][C:29]1[C:36]([Cl:37])=[CH:35][C:34]([Cl:38])=[CH:33][C:30]=1[CH2:31][NH:4][CH2:5][CH2:6][CH2:7][NH:8][C:9]1[NH:10][C:11]2[C:16]([C:17](=[O:19])[CH:18]=1)=[CH:15][CH:14]=[CH:13][CH:12]=2)=[O:26])([CH3:23])([CH3:21])[CH3:22] |f:0.1,4.5|. Reported procedure: To a solution of the compound prepared as in Example 1b (0.13 g, 0.45 mmol) in methanol (1 ml) and acetic acid (0.2 ml) was added sodium methoxide (0.5 M in methanol, 1.8 ml, 0.9 mmol). An aliquot of this solution (1.34 ml; 0.2 mmol 2-(3-aminoprop-1-ylamino)-1H-quinolin-4-one) was added to 2-tert-butoxycarbonylmethoxy-3,5-dichlorobenzaldehyde (0.061 g, 0.2 mmol) followed by sodium cyanoborohydride (0.02 g, 0.32 mmol) in methanol (0.6 ml). The mixture was stirred at room temperature under argon f... The reactants are C(C)(=O)OC1=CC(=CC=2CC[C@@H]3[C@@H]4CCC([C@@]4(C)CC[C@@H]3C12)=O)OC(C)=O (rac.-1,3-diacetoxy-8α-estra-1,3,5(10)-trien-17-one), C(C)(=O)OC(=C)C (isopropenyl acetate), C1(=CC=C(C=C1)S(=O)(=O)O)C (p-toluenesulfonic acid). Reaction conditions: temperature 125 celsius. Product: C(C)(=O)OC1=CC(=CC=2CC[C@@H]3[C@@H]4CC=C([C@@]4(C)CC[C@@H]3C12)OC(C)=O)OC(C)=O (rac.-1,3,17-triacetoxy-8α-estra-1,3,5(10),16-tetraene). Reaction SMILES: [C:1]([O:4][C:5]1[C:22]2[C@@H:21]3[C@@H:12]([C@H:13]4[C@@:17]([CH2:19][CH2:20]3)([CH3:18])[C:16](=[O:23])[CH2:15][CH2:14]4)[CH2:11][CH2:10][C:9]=2[CH:8]=[C:7]([O:24][C:25](=[O:27])[CH3:26])[CH:6]=1)(=[O:3])[CH3:2].[C:28](OC(C)=C)(=[O:30])[CH3:29].C1(C)C=CC(S(O)(=O)=O)=CC=1>>[C:1]([O:4][C:5]1[C:22]2[C@@H:21]3[C@@H:12]([C@H:13]4[C@@:17]([CH2:19][CH2:20]3)([CH3:18])[C:16]([O:23][C:28](=[O:30])[CH3:29])=[CH:15][CH2:14]4)[CH2:11][CH2:10][C:9]=2[CH:8]=[C:7]([O:24][C:25](=[O:27])[CH3:26])[CH:6]=1)(=[O:3])[CH3:2]. Procedure: A mixture of 5 g. of rac.-1,3-diacetoxy-8α-estra-1,3,5(10)-trien-17-one, 100 ml. of isopropenyl acetate, and 14.4 g. of p-toluenesulfonic acid is heated for 21 hours under a slight N2 stream to 105° C. After the mixture has been heated to 125° C., 50 ml. of isopropenyl acetate are gradually distilled off. After cooling, 10 ml. of pyridine is added, the mixture is diluted with methylene chloride, washed with saturated sodium bicarbonate solution and water, and dried over sodium sulfate. The solve... Reactants: BrBr, CCCN(CCC)C1CCc2cccc(OC)c2C1, CCO, ClCCl, Cl. The product is CCCN(CCC)C1CCc2c(Br)ccc(OC)c2C1. Reaction SMILES: [Br:21][Br:22].[CH3:1][O:2][c:3]1[cH:4][cH:5][cH:6][c:7]2[c:12]1[CH2:11][CH:10]([N:13]([CH2:14][CH2:15][CH3:16])[CH2:17][CH2:18][CH3:19])[CH2:9][CH2:8]2.[CH3:23][CH2:24][OH:25].[Cl:26][CH2:27][Cl:28].[ClH:20]>>[CH3:1][O:2][c:3]1[cH:4][cH:5][c:6]([Br:21])[c:7]2[c:12]1[CH2:11][CH:10]([N:13]([CH2:14][CH2:15][CH3:16])[CH2:17][CH2:18][CH3:19])[CH2:9][CH2:8]2. Reactants: BrBr (bromine), COC1=C(C=CC=C1)N1CCN(CC1)C (1-(2-Methoxy-phenyl)-4-methyl-piperazine). Solvent: CC(=O)O (AcOH), CC(=O)O (AcOH). Yields the product BrC1=CC(=C(C=C1)N1CCN(CC1)C)OC (1-(4-Bromo-2-methoxy-phenyl)-4-methyl-piperazine). Reaction SMILES: [Br:1]Br.[CH3:3][O:4][C:5]1[CH:10]=[CH:9][CH:8]=[CH:7][C:6]=1[N:11]1[CH2:16][CH2:15][N:14]([CH3:17])[CH2:13][CH2:12]1>CC(O)=O>[Br:1][C:9]1[CH:8]=[CH:7][C:6]([N:11]2[CH2:12][CH2:13][N:14]([CH3:17])[CH2:15][CH2:16]2)=[C:5]([O:4][CH3:3])[CH:10]=1. Reported procedure: A bromine solution (1.24 ml, 24.2 mmol) in 9.7 ml AcOH is added dropwise to a cooled solution (ca. 5° C.) of 1-(2-Methoxy-phenyl)-4-methyl-piperazine (as obtained in preparation 71, 5 g, 24.2 mmol) in AcOH (87 ml). After complete addition, the cooling bath is removed and reaction mixture allowed to warm up to RT. The dark violet solution is concentrated in vacuo, 20 ml de-ionized water is added and the pH is adjusted basic with a 20% NaOH solution. The mixture is extracted several times with CH2...